From a dataset of the Open Reaction Database (ORD), a public repository of structured organic reaction records. describe an organic reaction: reactants, conditions, products, and yield The reactants are ClC1=NC=C(C(=N1)Cl)[N+](=O)[O-] (2,4-Dichloro-5-nitro-pyrimidine), C([O-])([O-])=O.[K+].[K+] (potassium carbonate), C(C)OC(CNC(C)C)=O (isopropylamino-acetic acid ethyl ester). Run in O (water), CC(=O)C (acetone). The product is C(C)OC(CN(C(C)C)C1=NC(=NC=C1[N+](=O)[O-])Cl)=O ([(2-chloro-5-nitro-pyrimidin-4yl)-isopropyl-amino]-acetic acid ethyl ester). Isolated yield 72.0%. RXN SMILES: [Cl:1][C:2]1[N:7]=[C:6](Cl)[C:5]([N+:9]([O-:11])=[O:10])=[CH:4][N:3]=1.[CH2:12]([O:14][C:15](=[O:21])[CH2:16][NH:17][CH:18]([CH3:20])[CH3:19])[CH3:13].C(=O)([O-])[O-].[K+].[K+]>CC(C)=O.O>[CH2:12]([O:14][C:15](=[O:21])[CH2:16][N:17]([C:6]1[C:5]([N+:9]([O-:11])=[O:10])=[CH:4][N:3]=[C:2]([Cl:1])[N:7]=1)[CH:18]([CH3:20])[CH3:19])[CH3:13] |f:2.3.4|. Procedure: 2,4-Dichloro-5-nitro-pyrimidine (40 g; 0.207 mol) was added to a cooled (0-10° C.) solution of isopropylamino-acetic acid ethyl ester (30 g; 0.207 mol) in 300 ml of acetone. A solution of potassium carbonate (28.5 g; 0.207 mol) in water was then added to the cooled reaction mixture. The reaction mixture was allowed to reach room temperature and was maintained at that temperature until complete conversion of the starting material into the desired product. Product: COc1cc(Nc2c(C#N)cnc3cc(NC(C)=O)c(OC)cc23)c(Cl)cc1Cl. RXN SMILES: [CH3:38][CH2:39][O:40][CH2:41][CH2:42][OH:43].[Cl:1][c:2]1[c:3]([C:18]#[N:19])[cH:4][n:5][c:6]2[cH:7][c:8]([NH:14][C:15]([CH3:16])=[O:17])[c:9]([O:12][CH3:13])[cH:10][c:11]12.[Cl:20][c:21]1[c:22]([NH2:23])[cH:24][c:25]([O:29][CH3:30])[c:26]([Cl:28])[cH:27]1.[ClH:31].[n:32]1[cH:33][cH:34][cH:35][cH:36][cH:37]1>>[c:2]1([NH:23][c:22]2[c:21]([Cl:20])[cH:27][c:26]([Cl:28])[c:25]([O:29][CH3:30])[cH:24]2)[c:3]([C:18]#[N:19])[cH:4][n:5][c:6]2[cH:7][c:8]([NH:14][C:15]([CH3:16])=[O:17])[c:9]([O:12][CH3:13])[cH:10][c:11]12. Reactants: CCOCCO, COc1cc2c(Cl)c(C#N)cnc2cc1NC(C)=O, COc1cc(N)c(Cl)cc1Cl, Cl, c1ccncc1. The reactants are O=C([O-])[O-], CS(C)=O, N#Cc1ccc2c(c1)OCCc1cc(-c3n[nH]c(=O)n3-c3ccccc3Cl)sc1-2, [K+], [K+], OO. Yields the product NC(=O)c1ccc2c(c1)OCCc1cc(-c3n[nH]c(=O)n3-c3ccccc3Cl)sc1-2. Reaction SMILES: [C:30]([O-:31])(=[O:32])[O-:33].[CH3:38][S:39]([CH3:40])=[O:41].[Cl:1][c:2]1[c:3](-[n:8]2[c:9](-[c:14]3[cH:15][c:16]4[c:17]([s:29]3)-[c:18]3[c:19]([cH:23][c:24]([C:27]#[N:28])[cH:25][cH:26]3)[O:20][CH2:21][CH2:22]4)[n:10][nH:11][c:12]2=[O:13])[cH:4][cH:5][cH:6][cH:7]1.[K+:34].[K+:35].[OH:36][OH:37]>>[Cl:1][c:2]1[c:3](-[n:8]2[c:9](-[c:14]3[cH:15][c:16]4[c:17]([s:29]3)-[c:18]3[c:19]([cH:23][c:24]([C:27]([NH2:28])=[O:31])[cH:25][cH:26]3)[O:20][CH2:21][CH2:22]4)[n:10][nH:11][c:12]2=[O:13])[cH:4][cH:5][cH:6][cH:7]1. The reactants are [I-].[Na+] (sodium iodide), I (hydriodic acid), ClC1=NC=C(C(=O)O)C=C1 (6-chloronicotinic acid). Run in CC(=O)C (acetone). Conditions: time 5 minute. Yields the product IC1=NC=C(C(=O)O)C=C1 (6-Iodonicotinic acid). As a reaction SMILES: [I-:1].[Na+].I.Cl[C:5]1[CH:13]=[CH:12][C:8]([C:9]([OH:11])=[O:10])=[CH:7][N:6]=1>CC(C)=O>[I:1][C:5]1[CH:13]=[CH:12][C:8]([C:9]([OH:11])=[O:10])=[CH:7][N:6]=1 |f:0.1|. Procedure details: To 27.97 g (186.6 mmol) of sodium iodide cooled to -78° C. was added 121.77 g (71.6 ml, 952.0 mmol) of hydriodic acid (57 wt %). The reaction mixture was allowed to warm slightly with stirring for 5 minutes, and then 30.00 g (190.4 mmol) of 6-chloronicotinic acid was added. The resulting mixture was allowed to warm to room temperature with stirring and then heated at 120°-125° C. in an oil bath for 42 hours. A dark brown layer formed above the yellow solid material. The reaction mixture was allo... Starting materials: NC1=CC=C(C=C1)C(C(=O)[O-])C (2-(p-aminophenyl)propionate), C(C)(C)Br (isopropyl bromide), N1=CC=CC=C1 (pyridine). The solvent is C(C)O (ethanol). Conditions: time 16 hour. Product: C(C)(C)NC1=CC=C(C=C1)C(C(=O)OC)C (methyl 2-(p-isopropylaminophenyl)propionate). As a reaction SMILES: [NH2:1][C:2]1[CH:7]=[CH:6][C:5]([CH:8]([CH3:12])[C:9]([O-:11])=[O:10])=[CH:4][CH:3]=1.[CH:13](Br)([CH3:15])[CH3:14].N1C=CC=C[CH:18]=1>C(O)C>[CH:13]([NH:1][C:2]1[CH:3]=[CH:4][C:5]([CH:8]([CH3:12])[C:9]([O:11][CH3:18])=[O:10])=[CH:6][CH:7]=1)([CH3:15])[CH3:14]. Procedure: A mixture of 2-(p-aminophenyl)propionate (5.4 g), isopropyl bromide (5g), pyridine (5 ml) and ethanol (80 ml) is boiled during 16 hours. The reaction mixture is concentrated in vacuo, taken up into water, extracted with ether, dried, after which the solvent is removed. Chromatography over silica gives 2.2 g of methyl 2-(p-isopropylaminophenyl)propionate. The reactants are C(C1=CC=CC=C1)[C@H]1N(CC[C@@H](C1)N(C(C(F)(F)F)=O)CC1=CC=NC2=CC=CC=C12)C(C1=CC(=CC(=C1)O)O)=O ((2R*,4S*)-2-benzyl-1-(3,5-dihydroxybenzoyl)-N-(4-quinolylmethyl)-N-trifluoroacetyl-4-piperidinamine), [BH4-].[Na+] (sodium borohydride). Product: C(C1=CC=CC=C1)[C@H]1N(CC[C@@H](C1)NCC1=CC=NC2=CC=CC=C12)C(C1=CC(=CC(=C1)O)O)=O ((2R*,4S*)-2-benzyl-1-(3,5-dihydroxybenzoyl)-N-(4-quinolylmethyl)-4-piperidinamine). Reaction SMILES: [CH2:1]([C@@H:8]1[CH2:13][C@@H:12]([N:14]([CH2:21][C:22]2[C:31]3[C:26](=[CH:27][CH:28]=[CH:29][CH:30]=3)[N:25]=[CH:24][CH:23]=2)C(=O)C(F)(F)F)[CH2:11][CH2:10][N:9]1[C:32](=[O:41])[C:33]1[CH:38]=[C:37]([OH:39])[CH:36]=[C:35]([OH:40])[CH:34]=1)[C:2]1[CH:7]=[CH:6][CH:5]=[CH:4][CH:3]=1.[BH4-].[Na+]>>[CH2:1]([C@@H:8]1[CH2:13][C@@H:12]([NH:14][CH2:21][C:22]2[C:31]3[C:26](=[CH:27][CH:28]=[CH:29][CH:30]=3)[N:25]=[CH:24][CH:23]=2)[CH2:11][CH2:10][N:9]1[C:32](=[O:41])[C:33]1[CH:34]=[C:35]([OH:40])[CH:36]=[C:37]([OH:39])[CH:38]=1)[C:2]1[CH:7]=[CH:6][CH:5]=[CH:4][CH:3]=1 |f:1.2|. Reported procedure: 0.097 g (0.172 mmol) of (2R*,4S*)-2-benzyl-1-(3,5-dihydroxybenzoyl)-N-(4-quinolylmethyl)-N-trifluoroacetyl-4-piperidinamine is reacted with 0.026 g (0.688 mmol) of sodium borohydride in analogy to Example 2. The title compound ##STR73## is obtained (0.023 g, 29%) as white foam. TLC: methylene chloride/methanol/conc. ammonia (350:50:1) Rf =0.57, FD-MS: M+ =467. Reactants: Cc1cccc(N(CC(=O)O)S(=O)(=O)c2ncccc2C)c1, OCCNCc1ccccn1. Yields the product Cc1cccc(N(CC(=O)N(CCO)Cc2ccccn2)S(=O)(=O)c2ncccc2C)c1. RXN SMILES: [CH3:1][c:2]1[c:3]([S:8](=[O:9])(=[O:10])[N:11]([c:12]2[cH:13][c:14]([CH3:18])[cH:15][cH:16][cH:17]2)[CH2:19][C:20](=[O:21])[OH:22])[n:4][cH:5][cH:6][cH:7]1.[n:23]1[c:24]([CH2:29][NH:30][CH2:31][CH2:32][OH:33])[cH:25][cH:26][cH:27][cH:28]1>>[CH3:1][c:2]1[c:3]([S:8](=[O:9])(=[O:10])[N:11]([c:12]2[cH:13][c:14]([CH3:18])[cH:15][cH:16][cH:17]2)[CH2:19][C:20](=[O:21])[N:30]([CH2:29][c:24]2[n:23][cH:28][cH:27][cH:26][cH:25]2)[CH2:31][CH2:32][OH:33])[n:4][cH:5][cH:6][cH:7]1. The reactants are NC1=C(C=C(C=C1C(C1=CC=C(C=C1)Br)=O)Cl)CC(=O)O (2-amino-3-(4-bromobenzoyl)-5-chlorobenzeneacetic acid), [Na] (sodium), monohydrate, C(C)I (ethyl iodide). The solvent is CN(C=O)C (dimethylformamide), O (water). Yields the product NC1=C(C=C(C=C1C(C1=CC=C(C=C1)Br)=O)Cl)CC(=O)OCC (2-Amino-3-(4-bromobenzoyl)-5-chlorobenzeneacetic acid, ethyl ester). Yield: 91.3%. Reaction SMILES: [NH2:1][C:2]1[C:7]([C:8](=[O:16])[C:9]2[CH:14]=[CH:13][C:12]([Br:15])=[CH:11][CH:10]=2)=[CH:6][C:5]([Cl:17])=[CH:4][C:3]=1[CH2:18][C:19]([OH:21])=[O:20].[Na].[CH2:23](I)[CH3:24]>CN(C)C=O.O>[NH2:1][C:2]1[C:7]([C:8](=[O:16])[C:9]2[CH:14]=[CH:13][C:12]([Br:15])=[CH:11][CH:10]=2)=[CH:6][C:5]([Cl:17])=[CH:4][C:3]=1[CH2:18][C:19]([O:21][CH2:23][CH3:24])=[O:20] |^1:21|. Procedure: A solution of 40.9 g (0.1 mole) of 2-amino-3-(4-bromobenzoyl)-5-chlorobenzeneacetic acid, sodium salt, monohydrate in 400 ml of dimethylformamide was treated with 32.0 g (0.2 mole) of ethyl iodide and the solution was let stand at ambient temperature overnight. The solution was poured in 3.5 liters of cold water and a solid gradually crystallized. The solid was collected by filtration, washed with water, and recrystallized from absolute ethanol to yield 36.2 g (91%) of title compound, a yellow s... Reactants: N#Cc1cccc2c(S(=O)(=O)N3CCOCC3)c(C(N)=O)[nH]c12, CO. The product is NCc1cccc2c(S(=O)(=O)N3CCOCC3)c(C(N)=O)[nH]c12. RXN SMILES: [C:1](#[N:2])[c:3]1[cH:4][cH:5][cH:6][c:7]2[c:8]([S:15](=[O:16])(=[O:17])[N:18]3[CH2:19][CH2:20][O:21][CH2:22][CH2:23]3)[c:9]([C:12](=[O:13])[NH2:14])[nH:10][c:11]12.[CH3:24][OH:25]>>[CH2:1]([NH2:2])[c:3]1[cH:4][cH:5][cH:6][c:7]2[c:8]([S:15](=[O:16])(=[O:17])[N:18]3[CH2:19][CH2:20][O:21][CH2:22][CH2:23]3)[c:9]([C:12](=[O:13])[NH2:14])[nH:10][c:11]12. Starting materials: CC(C)(C)OC(=O)N1CCC(Cc2noc(-c3oc4ccncc4c3OCc3ccccc3)n2)CC1, CCO, ClCCl. The product is CC(C)(C)OC(=O)N1CCC(Cc2noc(-c3oc4ccncc4c3O)n2)CC1. As a reaction SMILES: [C:1]([CH3:2])([CH3:3])([CH3:4])[O:5][C:6](=[O:7])[N:8]1[CH2:9][CH2:10][CH:11]([CH2:14][c:15]2[n:16][o:17][c:18](-[c:20]3[c:21]([O:29][CH2:30][c:31]4[cH:32][cH:33][cH:34][cH:35][cH:36]4)[c:22]4[cH:23][n:24][cH:25][cH:26][c:27]4[o:28]3)[n:19]2)[CH2:12][CH2:13]1.[CH3:37][CH2:38][OH:39].[Cl:40][CH2:41][Cl:42]>>[C:1]([CH3:2])([CH3:3])([CH3:4])[O:5][C:6](=[O:7])[N:8]1[CH2:9][CH2:10][CH:11]([CH2:14][c:15]2[n:16][o:17][c:18](-[c:20]3[c:21]([OH:29])[c:22]4[cH:23][n:24][cH:25][cH:26][c:27]4[o:28]3)[n:19]2)[CH2:12][CH2:13]1.